Dataset: the Open Reaction Database (ORD), a public repository of structured organic reaction records. Task: describe an organic reaction: reactants, conditions, products, and yield As a reaction SMILES: [C:1]([CH3:2])([CH3:3])([CH3:4])[O:5][C:6](=[O:7])[N:8]1[CH2:9][CH:10]([C:23](=[O:24])[OH:25])[CH:11]([NH:14][CH:15]([c:16]2[cH:17][cH:18][cH:19][cH:20][cH:21]2)[CH3:22])[CH2:12][CH2:13]1.[CH3:29][OH:30].[OH-:26].[OH-:28].[Pd+2:27]>>[C:1]([CH3:2])([CH3:3])([CH3:4])[O:5][C:6](=[O:7])[N:8]1[CH2:9][CH:10]([C:23](=[O:24])[OH:25])[CH:11]([NH2:14])[CH2:12][CH2:13]1. Product: CC(C)(C)OC(=O)N1CCC(N)C(C(=O)O)C1. Reactants: CC(NC1CCN(C(=O)OC(C)(C)C)CC1C(=O)O)c1ccccc1, CO, [OH-], [OH-], [Pd+2].